This data is from the Open Reaction Database (ORD), a public repository of structured organic reaction records. The task is: describe an organic reaction: reactants, conditions, products, and yield Starting materials: BrC1=CC(=C(C(=O)O)C=C1)Cl (4-bromo-2-chlorobenzoic acid), C1=CN(C=N1)C(=O)N2C=CN=C2 (CDI), Cl.Cl.NC1=C(C(=O)N)C=CC=C1N (2,3-diaminobenzamide dihydrochloride). Run in N1=CC=CC=C1 (pyridine), CN(C)C=O (DMF). Conditions: temperature 45 celsius, time 2 hour. Yields the product BrC1=CC(=C(C=C1)C1=NC2=C(N1)C=CC=C2C(=O)N)Cl (2-(4-bromo-2-chlorophenyl)-1H-benzimidazole-4-carboxamide). RXN SMILES: [Br:1][C:2]1[CH:10]=[CH:9][C:5]([C:6](O)=O)=[C:4]([Cl:11])[CH:3]=1.C1N=CN(C(N2C=NC=C2)=O)C=1.Cl.Cl.[NH2:26][C:27]1[C:35]([NH2:36])=[CH:34][CH:33]=[CH:32][C:28]=1[C:29]([NH2:31])=[O:30]>N1C=CC=CC=1.CN(C=O)C>[Br:1][C:2]1[CH:10]=[CH:9][C:5]([C:6]2[NH:36][C:35]3[CH:34]=[CH:33][CH:32]=[C:28]([C:29]([NH2:31])=[O:30])[C:27]=3[N:26]=2)=[C:4]([Cl:11])[CH:3]=1 |f:2.3.4|. Procedure details: To 4-bromo-2-chlorobenzoic acid (2.48 g) in pyridine (12 mL) and DMF (12 mL) was added CDI (1.88 g). The solution was stirred at 45° C. for 2 hours, cooled, treated with 2,3-diaminobenzamide dihydrochloride (2.36 g), stirred at ambient temperature for 18 hours, and concentrated. The concentrate was partitioned between ethyl acetate (70 mL) and water (100 mL) and filtered. The filtrant was washed with water and ethyl acetate and dried. This solid was suspended in acetic acid (40 mL) and the mixtu... The reactants are CCNCC, ClC(Cl)Cl, O, O=S(Cl)Cl, O=C(O)CCCc1cc(-c2ccccc2)nc2ccccc12. The product is CCN(CC)C(=O)CCCc1cc(-c2ccccc2)nc2ccccc12. As a reaction SMILES: [CH2:27]([CH3:28])[NH:29][CH2:30][CH3:31].[CH:33]([Cl:34])([Cl:35])[Cl:36].[OH2:32].[S:1]([Cl:2])([Cl:3])=[O:4].[c:5]1(-[c:11]2[n:12][c:13]3[cH:14][cH:15][cH:16][cH:17][c:18]3[c:19]([CH2:21][CH2:22][CH2:23][C:24](=[O:25])[OH:26])[cH:20]2)[cH:6][cH:7][cH:8][cH:9][cH:10]1>>[c:5]1(-[c:11]2[n:12][c:13]3[cH:14][cH:15][cH:16][cH:17][c:18]3[c:19]([CH2:21][CH2:22][CH2:23][C:24](=[O:26])[N:29]([CH2:27][CH3:28])[CH2:30][CH3:31])[cH:20]2)[cH:6][cH:7][cH:8][cH:9][cH:10]1. The reactants are C(C)N1C=C(C(C2=CC(=C(C(=C12)F)F)F)=O)C(=O)O (1-ethyl-6,7,8-trifluoro-1,4-dihydro-4-oxoquinoline-3-carboxylic acid), CNCC1NCCOC1 (3-(methylaminomethyl)morpholine). Yields the product C(C)N1C=C(C(C2=CC(=C(C(=C12)F)N1C(COCC1)CNC)F)=O)C(=O)O (1-ethyl-6,8-difluoro-1,4-dihydro-7-[3-(methylaminomethyl)morpholino]-4-oxoquinoline-3-carboxylic acid). RXN SMILES: [CH2:1]([N:3]1[C:12]2[C:7](=[CH:8][C:9]([F:15])=[C:10](F)[C:11]=2[F:13])[C:6](=[O:16])[C:5]([C:17]([OH:19])=[O:18])=[CH:4]1)[CH3:2].[CH3:20][NH:21][CH2:22][CH:23]1[CH2:28][O:27][CH2:26][CH2:25][NH:24]1>>[CH2:1]([N:3]1[C:12]2[C:7](=[CH:8][C:9]([F:15])=[C:10]([N:24]3[CH2:25][CH2:26][O:27][CH2:28][CH:23]3[CH2:22][NH:21][CH3:20])[C:11]=2[F:13])[C:6](=[O:16])[C:5]([C:17]([OH:19])=[O:18])=[CH:4]1)[CH3:2]. Procedure: By the use of 1-ethyl-6,7,8-trifluoro-1,4-dihydro-4-oxoquinoline-3-carboxylic acid and 3-(methylaminomethyl)morpholine, the reaction is similarly carried out as Example 1 to give 1-ethyl-6,8-difluoro-1,4-dihydro-7-[3-(methylaminomethyl)morpholino]-4-oxoquinoline-3-carboxylic acid. Starting materials: NC=1C=C(C=CC1)N1N=C(N(C1=O)CC1=CC=C(C=C1)C1=C(C=CC=C1)S(NC(C1=C(C=CC=C1)Cl)=O)(=O)=O)CCCC (2-(3-aminophenyl)-5-n-butyl-4-[[2'-[N-(2-chlorobenzoyl)sulfamoyl]biphenyl-4-yl]methyl]-2,4-dihydro-3H-1,2,4-triazol-3-one), [H-].[Na+] (sodium hydride), C(CCCC)(=O)Cl (valeryl chloride), crude product. Yields the product C(CCC)C=1N(C(N(N1)C1=CC(=CC=C1)NC(CCCC)=O)=O)CC1=CC=C(C=C1)C1=C(C=CC=C1)S(NC(C1=C(C=CC=C1)Cl)=O)(=O)=O (5-n-Butyl-4-[[2'-[N-(2-chlorobenzoyl)sulfamoyl]biphenyl-4-yl]methyl]-2,4-dihydro-2-[3-(valerylamino)phenyl]-3H-1,2,4-triazol-3-one). Yield: 67.0%. As a reaction SMILES: [NH2:1][C:2]1[CH:3]=[C:4]([N:8]2[C:12](=[O:13])[N:11]([CH2:14][C:15]3[CH:20]=[CH:19][C:18]([C:21]4[CH:26]=[CH:25][CH:24]=[CH:23][C:22]=4[S:27](=[O:39])(=[O:38])[NH:28][C:29](=[O:37])[C:30]4[CH:35]=[CH:34][CH:33]=[CH:32][C:31]=4[Cl:36])=[CH:17][CH:16]=3)[C:10]([CH2:40][CH2:41][CH2:42][CH3:43])=[N:9]2)[CH:5]=[CH:6][CH:7]=1.[H-].[Na+].[C:46](Cl)(=[O:51])[CH2:47][CH2:48][CH2:49][CH3:50]>>[CH2:40]([C:10]1[N:11]([CH2:14][C:15]2[CH:20]=[CH:19][C:18]([C:21]3[CH:26]=[CH:25][CH:24]=[CH:23][C:22]=3[S:27](=[O:39])(=[O:38])[NH:28][C:29](=[O:37])[C:30]3[CH:35]=[CH:34][CH:33]=[CH:32][C:31]=3[Cl:36])=[CH:17][CH:16]=2)[C:12](=[O:13])[N:8]([C:4]2[CH:5]=[CH:6][CH:7]=[C:2]([NH:1][C:46](=[O:51])[CH2:47][CH2:48][CH2:49][CH3:50])[CH:3]=2)[N:9]=1)[CH2:41][CH2:42][CH3:43] |f:1.2|. Procedure: This material was prepared from 2-(3-aminophenyl)-5-n-butyl-4-[[2'-[N-(2-chlorobenzoyl)sulfamoyl]biphenyl-4-yl]methyl]-2,4-dihydro-3H-1,2,4-triazol-3-one (from Example 66, Step E), sodium hydride, and valeryl chloride according to the procedure of Example 62. The crude product was flash chromatographed over silica gel to afford the title compound in 67% yield as a cream-colored solid, mp 102°-105° C., homogeneous by TLC (9:1 MeOH/CH2Cl2), mass spectrum (FAB) m/e 700 (M+1)+.